Dataset: the Open Reaction Database (ORD), a public repository of structured organic reaction records. Task: describe an organic reaction: reactants, conditions, products, and yield Starting materials: ON1N=NC2=C1C=CC=C2 (N-hydroxybenzotriazole), FC(C(=O)O)(F)F.N[C@@H]1C(N(C1)C(=O)NS(=O)(=O)N1C(N(CC1)NC(C1=CC(=C(C=C1)O)O)=O)=O)=O ((S)-3-amino-N-[[3-[(3,4-dihydroxybenzoyl)amino]-2-oxo-1-imidazolidinyl]sulfonyl]-2-oxo-1-azetidinecarboxamide, trifluoroacetate salt), NC=1SC=C(N1)/C(/C(=O)O)=N/OC(C)(C)C(=O)OC(C1=CC=CC=C1)C1=CC=CC=C1 ((Z)-2-Amino-α-[[1-(diphenylmethoxycarbonyl)-1-methylethoxy]imino]-4-thiazoleacetic acid), C1(CCCCC1)N=C=NC1CCCCC1 (dicyclohexylcarbodiimide). The solvent is CN(C=O)C (dimethylformamide), C(C)N(CC)CC (triethylamine). Reaction conditions: time 1 hour. The product is NC=1SC=C(N1)C(C(=O)NC1C(N(C1)C(=O)NS(=O)(=O)N1C(N(CC1)NC(C1=CC(=C(C=C1)O)O)=O)=O)=O)=NOC(C(=O)OC(C1=CC=CC=C1)C1=CC=CC=C1)(C)C (2-[[[1-(2-Amino-4-thiazolyl)-2-[[1-[[[[3-[(3,4-dihydroxybenzoyl)amino]-2-oxo-1-imidazolidinyl]sulfonyl]amino]carbonyl]-2-oxo-3-azetidinyl]amino]-2-oxoethylidene]amino]oxy]-2-methylpropanoic acid, diphenylmethyl ester). Yield: 105.9%. Reaction SMILES: [NH2:1][C:2]1[S:3][CH:4]=[C:5](/[C:7](=[N:11]/[O:12][C:13]([C:16]([O:18][CH:19]([C:26]2[CH:31]=[CH:30][CH:29]=[CH:28][CH:27]=2)[C:20]2[CH:25]=[CH:24][CH:23]=[CH:22][CH:21]=2)=[O:17])([CH3:15])[CH3:14])/[C:8]([OH:10])=O)[N:6]=1.ON1C2C=CC=CC=2N=N1.C1(N=C=NC2CCCCC2)CCCCC1.FC(F)(F)C(O)=O.[NH2:64][C@H:65]1[CH2:68][N:67]([C:69]([NH:71][S:72]([N:75]2[CH2:79][CH2:78][N:77]([NH:80][C:81](=[O:90])[C:82]3[CH:87]=[CH:86][C:85]([OH:88])=[C:84]([OH:89])[CH:83]=3)[C:76]2=[O:91])(=[O:74])=[O:73])=[O:70])[C:66]1=[O:92]>CN(C)C=O.C(N(CC)CC)C>[NH2:1][C:2]1[S:3][CH:4]=[C:5]([C:7](=[N:11][O:12][C:13]([CH3:14])([CH3:15])[C:16]([O:18][CH:19]([C:20]2[CH:25]=[CH:24][CH:23]=[CH:22][CH:21]=2)[C:26]2[CH:31]=[CH:30][CH:29]=[CH:28][CH:27]=2)=[O:17])[C:8]([NH:64][CH:65]2[CH2:68][N:67]([C:69]([NH:71][S:72]([N:75]3[CH2:79][CH2:78][N:77]([NH:80][C:81](=[O:90])[C:82]4[CH:87]=[CH:86][C:85]([OH:88])=[C:84]([OH:89])[CH:83]=4)[C:76]3=[O:91])(=[O:73])=[O:74])=[O:70])[C:66]2=[O:92])=[O:10])[N:6]=1 |f:3.4|. Reported procedure: (Z)-2-Amino-α-[[1-(diphenylmethoxycarbonyl)-1-methylethoxy]imino]-4-thiazoleacetic acid (0.88 g, 0.002 mol) was dissolved in 20 ml of dimethylformamide followed by 0.3 g of N-hydroxybenzotriazole (containing 13% water), followed by 0.5 g of dicyclohexylcarbodiimide and 0.28 ml of triethylamine. The mixture was stirred at room temperature for 1 hour, then 1.08 g (0.002 mol) of (S)-3-amino-N-[[3-[(3,4-dihydroxybenzoyl)amino]-2-oxo-1-imidazolidinyl]sulfonyl]-2-oxo-1-azetidinecarboxamide, trifluoroa... Reactants: ClC1=CC=CC=C1 (Chlorobenzene), C(C=C)(=O)Cl (acryloyl chloride), [Cl-].[Al+3].[Cl-].[Cl-] (aluminium chloride). The solvent is ClCCl (dichloromethane). Yields the product ClC1=CC=C(C=C1)C(C=C)=O (4-chloro-1-acryloylbenzene). RXN SMILES: [Cl:1][C:2]1[CH:7]=[CH:6][CH:5]=[CH:4][CH:3]=1.[C:8](Cl)(=[O:11])[CH:9]=[CH2:10].[Cl-].[Al+3].[Cl-].[Cl-]>ClCCl>[Cl:1][C:2]1[CH:7]=[CH:6][C:5]([C:8](=[O:11])[CH:9]=[CH2:10])=[CH:4][CH:3]=1 |f:2.3.4.5|. Procedure: Chlorobenzene (0.3 mL), acryloyl chloride (120 mg), and aluminium chloride (115 mg) were reacted in dichloromethane (1 mL) at from 0° C. to room temperature for 4 hours. The resultant was treated in the same manner as described in Example 1 to obtain the title compound (390 mg).